From a dataset of the Open Reaction Database (ORD), a public repository of structured organic reaction records. describe an organic reaction: reactants, conditions, products, and yield As a reaction SMILES: Br[C:2]1[S:6][C:5]([C:7]([O:9][CH3:10])=[O:8])=[CH:4][C:3]=1[C:11]1[CH:16]=[CH:15][CH:14]=[CH:13][CH:12]=1.[C:17](B1OC(C)(C)C(C)(C)O1)([CH3:19])=[CH2:18].C([O-])([O-])=O.[Na+].[Na+].C1C=CC(P(C2C=CC=CC=2)C2C=CC=CC=2)=CC=1.[NH4+].[Cl-]>O1CCOCC1.C([O-])(=O)C.[Pd+2].C([O-])(=O)C>[C:17]([C:2]1[S:6][C:5]([C:7]([O:9][CH3:10])=[O:8])=[CH:4][C:3]=1[C:11]1[CH:16]=[CH:15][CH:14]=[CH:13][CH:12]=1)([CH3:19])=[CH2:18] |f:2.3.4,6.7,9.10.11|. The reactants are C1=CC=C(C=C1)P(C2=CC=CC=C2)C3=CC=CC=C3 (PPh3), [NH4+].[Cl-] (NH4Cl), BrC1=C(C=C(S1)C(=O)OC)C1=CC=CC=C1 (methyl 5-bromo-4-phenylthiophene-2-carboxylate), C(=C)(C)B1OC(C(O1)(C)C)(C)C (2-isopropenyl-4,4,5,5-tetramethyl 1,3,2-dioxaborolane), C(=O)([O-])[O-].[Na+].[Na+] (Na2CO3). The solvent is O1CCOCC1 (dioxane). The reagents and catalysts are C(C)(=O)[O-].[Pd+2].C(C)(=O)[O-] (palladium acetate). Reported procedure: To a solution of methyl 5-bromo-4-phenylthiophene-2-carboxylate in dioxane were added 2-isopropenyl-4,4,5,5-tetramethyl 1,3,2-dioxaborolane and a 2 M aqueous Na2CO3 solution. To the reaction mixture were added palladium acetate and PPh3, followed by stirring at 100° C. for 5 hours. After leaving to be cooled, a saturated aqueous NH4Cl solution was added thereto, followed by extraction with EtOAc. The organic layer was washed with brine, dried over MgSO4, and then concentrated under reduced press... Run at temperature 100 celsius, time 5 hour. Product: C(=C)(C)C1=C(C=C(S1)C(=O)OC)C1=CC=CC=C1 (methyl 5-isopropenyl-4-phenylthiophene-2-carboxylate). The reactants are BrC1=NC2=C(N1[C@H]1[C@H](OC(C)=O)[C@H](OC(C)=O)[C@H](O1)C)C=C(C(=C2)Cl)Cl (2-Bromo-5,6-dichloro-1-(2,3-di-O-acetyl-5-deoxy-beta-D-ribofuranosyl)-1H-benzimidazole), C(=C)[Sn](CCCC)(CCCC)CCCC (vinyltributyltin), CN(C)C=O (DMF). The reagents and catalysts are C=1C=CC(=CC1)[P](C=2C=CC=CC2)(C=3C=CC=CC3)[Pd]([P](C=4C=CC=CC4)(C=5C=CC=CC5)C=6C=CC=CC6)([P](C=7C=CC=CC7)(C=8C=CC=CC8)C=9C=CC=CC9)[P](C=1C=CC=CC1)(C=1C=CC=CC1)C=1C=CC=CC1 (tetrakis(triphenylphosphine)palladium(0)). The solvent is ClCCl (dichloromethane). Reaction conditions: temperature 90 celsius. Yields the product ClC1=CC2=C(N(C(=N2)C=C)[C@H]2[C@H](OC(C)=O)[C@H](OC(C)=O)[C@H](O2)C)C=C1Cl (5,6-Dichloro-2-ethenyl-1-(2,3-di-O-acetyl-5-deoxy-beta-D-ribofuranosyl) 1H-benzimidazole). The yield is 51.1%. RXN SMILES: Br[C:2]1[N:6]([C@@H:7]2[O:19][C@H:18]([CH3:20])[C@@H:13]([O:14][C:15](=[O:17])[CH3:16])[C@H:8]2[O:9][C:10](=[O:12])[CH3:11])[C:5]2[CH:21]=[C:22]([Cl:26])[C:23]([Cl:25])=[CH:24][C:4]=2[N:3]=1.[CH:27]([Sn](CCCC)(CCCC)CCCC)=[CH2:28].CN(C=O)C>C1C=CC([P]([Pd]([P](C2C=CC=CC=2)(C2C=CC=CC=2)C2C=CC=CC=2)([P](C2C=CC=CC=2)(C2C=CC=CC=2)C2C=CC=CC=2)[P](C2C=CC=CC=2)(C2C=CC=CC=2)C2C=CC=CC=2)(C2C=CC=CC=2)C2C=CC=CC=2)=CC=1.ClCCl>[Cl:25][C:23]1[C:22]([Cl:26])=[CH:21][C:5]2[N:6]([C@@H:7]3[O:19][C@H:18]([CH3:20])[C@@H:13]([O:14][C:15](=[O:17])[CH3:16])[C@H:8]3[O:9][C:10](=[O:12])[CH3:11])[C:2]([CH:27]=[CH2:28])=[N:3][C:4]=2[CH:24]=1 |^1:50,52,71,90|. Procedure details: 2-Bromo-5,6-dichloro-1-(2,3-di-O-acetyl-5-deoxy-beta-D-ribofuranosyl)-1H-benzimidazole (0.22 g, 0.47 mmol), vinyltributyltin (Aldrich, 0.5 ml, 2.4 mmol), tetrakis(triphenylphosphine)palladium(0) (Aldrich, 0.054 g, 0.047 mmol) and DMF (Aldrich Sure Seal, 5 mL) were combined and flushed with argon for 30 min. The solution was warmed to 90° C. After 1 h the DMF was distilled off under reduced pressure. The residue was taken up in ethyl acetate (50 mL) and extracted with 20 mL of saturated NH4Cl. Th... Reactants: O (Water), BrCCCOC1=C(C=C2C(=NC=NC2=C1)OC1=CC(=C(C=C1)NC(=O)NC1=C(C=C(C=C1)F)F)Cl)OC (N-(4-{[7-(3-bromopropoxy)-6-methoxy-4-quinazolinyl]oxy}-2-chlorophenyl)-N′-(2,4-difluorophenyl)urea), C([O-])([O-])=O.[K+].[K+] (potassium carbonate), CN1CCNCC1 (1-methylpiperazine). Solvent: CN(C=O)C (N,N-dimethylformamide). Conditions: time 18 hour. Yields the product ClC1=C(C=CC(=C1)OC1=NC=NC2=CC(=C(C=C12)OC)OCCCN1CCN(CC1)C)NC(=O)NC1=C(C=C(C=C1)F)F (N-[2-Chloro-4-({6-methoxy-7-[3-(4-methyl-piperazino)propoxy]-4-quinazolinyl}oxy)phenyl]-N′-(2,4-difluorophenyl)urea). The yield is 95.0%. Reaction SMILES: Br[CH2:2][CH2:3][CH2:4][O:5][C:6]1[CH:15]=[C:14]2[C:9]([C:10]([O:16][C:17]3[CH:22]=[CH:21][C:20]([NH:23][C:24]([NH:26][C:27]4[CH:32]=[CH:31][C:30]([F:33])=[CH:29][C:28]=4[F:34])=[O:25])=[C:19]([Cl:35])[CH:18]=3)=[N:11][CH:12]=[N:13]2)=[CH:8][C:7]=1[O:36][CH3:37].C(=O)([O-])[O-].[K+].[K+].[CH3:44][N:45]1[CH2:50][CH2:49][NH:48][CH2:47][CH2:46]1.O>CN(C)C=O>[Cl:35][C:19]1[CH:18]=[C:17]([O:16][C:10]2[C:9]3[C:14](=[CH:15][C:6]([O:5][CH2:4][CH2:3][CH2:2][N:48]4[CH2:49][CH2:50][N:45]([CH3:44])[CH2:46][CH2:47]4)=[C:7]([O:36][CH3:37])[CH:8]=3)[N:13]=[CH:12][N:11]=2)[CH:22]=[CH:21][C:20]=1[NH:23][C:24]([NH:26][C:27]1[CH:32]=[CH:31][C:30]([F:33])=[CH:29][C:28]=1[F:34])=[O:25] |f:1.2.3|. Reported procedure: A starting compound (N-(4-{[7-(3-bromopropoxy)-6-methoxy-4-quinazolinyl]oxy}-2-chlorophenyl)-N′-(2,4-difluorophenyl)urea, 59 mg), potassium carbonate (138 mg), and 1-methylpiperazine (0.055 ml) were dissolved in N,N-dimethylformamide (1 ml), and the solution was stirred at room temperature for 18 hr. Water was added to the reaction mixture, and the mixture was extracted with chloroform-propanol (3/1). The organic layer was dried over anhydrous sodium sulfate, and the solvent was removed by disti... Starting materials: CC(O)c1c(F)cncc1Br, O=C([O-])[O-], CC1(C)OB(c2ccc(C#N)c(Cl)c2)OC1(C)C, ClCCl, [Na+], [Na+], CN(C)C=O. The product is CC(O)c1c(F)cncc1-c1ccc(C#N)c(Cl)c1. As a reaction SMILES: [Br:19][c:20]1[cH:21][n:22][cH:23][c:24]([F:29])[c:25]1[CH:26]([CH3:27])[OH:28].[C:33](=[O:34])([O-:35])[O-:36].[Cl:1][c:2]1[c:3]([C:4]#[N:5])[cH:6][cH:7][c:8]([B:10]2[O:11][C:12]([CH3:13])([CH3:14])[C:15]([CH3:16])([CH3:17])[O:18]2)[cH:9]1.[Cl:30][CH2:31][Cl:32].[Na+:37].[Na+:38].[O:39]=[CH:40][N:41]([CH3:42])[CH3:43]>>[Cl:1][c:2]1[c:3]([C:4]#[N:5])[cH:6][cH:7][c:8](-[c:20]2[cH:21][n:22][cH:23][c:24]([F:29])[c:25]2[CH:26]([CH3:27])[OH:28])[cH:9]1. Starting materials: Cl.N[C@H]1CC[C@H](CC1)NC(=O)C1=C(NC2=C1N=CN=C2C2=C(C=C(C(=C2)F)OC)OCC2CC2)C (N-(cis-4-aminocyclohexyl)-4-[2-(cyclopropylmethoxy)-5-fluoro-4-methoxyphenyl]-6-methyl-5H-pyrrolo[3,2-d]pyrimidine-7-carboxamide hydrochloride), C(C)(=O)Cl (acetyl chloride). The product is C(C)(=O)N[C@H]1CC[C@H](CC1)NC(=O)C1=C(NC2=C1N=CN=C2C2=C(C=C(C(=C2)F)OC)OCC2CC2)C (N-(cis-4-Acetamidocyclohexyl)-4-[2-(cyclopropylmethoxy)-5-fluoro-4-methoxyphenyl]-6-methyl-5H-pyrrolo[3,2-d]pyrimidine-7-carboxamide). Reaction SMILES: Cl.[NH2:2][C@@H:3]1[CH2:8][CH2:7][C@H:6]([NH:9][C:10]([C:12]2[C:16]3[N:17]=[CH:18][N:19]=[C:20]([C:21]4[CH:26]=[C:25]([F:27])[C:24]([O:28][CH3:29])=[CH:23][C:22]=4[O:30][CH2:31][CH:32]4[CH2:34][CH2:33]4)[C:15]=3[NH:14][C:13]=2[CH3:35])=[O:11])[CH2:5][CH2:4]1.[C:36](Cl)(=[O:38])[CH3:37]>>[C:36]([NH:2][C@@H:3]1[CH2:8][CH2:7][C@H:6]([NH:9][C:10]([C:12]2[C:16]3[N:17]=[CH:18][N:19]=[C:20]([C:21]4[CH:26]=[C:25]([F:27])[C:24]([O:28][CH3:29])=[CH:23][C:22]=4[O:30][CH2:31][CH:32]4[CH2:34][CH2:33]4)[C:15]=3[NH:14][C:13]=2[CH3:35])=[O:11])[CH2:5][CH2:4]1)(=[O:38])[CH3:37] |f:0.1|. Procedure: Starting from N-(cis-4-aminocyclohexyl)-4-[2-(cyclopropylmethoxy)-5-fluoro-4-methoxyphenyl]-6-methyl-5H-pyrrolo[3,2-d]pyrimidine-7-carboxamide hydrochloride (example D.f46) and commercially available acetyl chloride the title compound is obtained as colorless solid. Reactants: [BH3-]C#N, C1COCCO1, CNC, CO, Cl, [Na+], O=Cc1ccc(-c2cccnc2)o1. Yields the product CN(C)Cc1ccc(-c2cccnc2)o1. RXN SMILES: [C:18]([BH3-:19])#[N:20].[CH2:24]1[O:25][CH2:26][CH2:27][O:28][CH2:29]1.[CH3:14][NH:15][CH3:16].[CH3:22][OH:23].[ClH:17].[Na+:21].[n:1]1[cH:2][c:3](-[c:7]2[cH:8][cH:9][c:10]([CH:12]=[O:13])[o:11]2)[cH:4][cH:5][cH:6]1>>[n:1]1[cH:2][c:3](-[c:7]2[cH:8][cH:9][c:10]([CH2:12][N:15]([CH3:14])[CH3:16])[o:11]2)[cH:4][cH:5][cH:6]1. Reactants: CC(C)=CCn1c(N2CCC3CN(C(=O)OC(C)(C)C)CC32)nc2ccc([N+](=O)[O-])cc21, CCO, [Cl-], [Fe], [NH4+], O. Yields the product CC(C)=CCn1c(N2CCC3CN(C(=O)OC(C)(C)C)CC32)nc2ccc(N)cc21. As a reaction SMILES: [CH3:1][C:2](=[CH:3][CH2:4][n:5]1[c:6]([N:17]2[CH:18]3[CH:19]([CH2:20][CH2:21]2)[CH2:22][N:23]([C:25](=[O:26])[O:27][C:28]([CH3:29])([CH3:30])[CH3:31])[CH2:24]3)[n:7][c:8]2[c:9]1[cH:10][c:11]([N+:14]([O-:15])=[O:16])[cH:12][cH:13]2)[CH3:32].[CH3:35][CH2:36][OH:37].[Cl-:33].[Fe:39].[NH4+:34].[OH2:38]>>[CH3:1][C:2](=[CH:3][CH2:4][n:5]1[c:6]([N:17]2[CH:18]3[CH:19]([CH2:20][CH2:21]2)[CH2:22][N:23]([C:25](=[O:26])[O:27][C:28]([CH3:29])([CH3:30])[CH3:31])[CH2:24]3)[n:7][c:8]2[c:9]1[cH:10][c:11]([NH2:14])[cH:12][cH:13]2)[CH3:32]. The reactants are CC(=O)Cl, CCc1nc2cc(N)c(Cl)cc2n1-c1ccc(CCCl)cc1, O, c1ccncc1. Product: CCc1nc2cc(NC(C)=O)c(Cl)cc2n1-c1ccc(CCCl)cc1. As a reaction SMILES: [CH3:23][C:24]([Cl:25])=[O:26].[Cl:1][c:2]1[c:3]([NH2:22])[cH:4][c:5]2[c:6]([n:7](-[c:12]3[cH:13][cH:14][c:15]([CH2:18][CH2:19][Cl:20])[cH:16][cH:17]3)[c:8]([CH2:10][CH3:11])[n:9]2)[cH:21]1.[OH2:27].[cH:28]1[cH:29][cH:30][n:31][cH:32][cH:33]1>>[Cl:1][c:2]1[c:3]([NH:22][C:24]([CH3:23])=[O:26])[cH:4][c:5]2[c:6]([n:7](-[c:12]3[cH:13][cH:14][c:15]([CH2:18][CH2:19][Cl:20])[cH:16][cH:17]3)[c:8]([CH2:10][CH3:11])[n:9]2)[cH:21]1. The reactants are Cc1cn(C2OC(C(O)[Si](C)(C)C(C)(C)C)CC2O)c(=O)[nH]c1=O, Cc1cn(C2OC(CO[Si](C)(C)C(C)(C)C)CC2O)c(=O)[nH]c1=O, ClCCl, CC(=O)OC(C)=O, CCOC(C)=O, O=[Cr](=O)=O, O=[Cr](=O)=O, c1ccncc1, c1ccncc1. Product: Cc1cn(C2OC(CO[Si](C)(C)C(C)(C)C)CC2=O)c(=O)[nH]c1=O. Reaction SMILES: [C:39]([Si:40]([CH3:41])([CH3:42])[CH:43]([OH:44])[CH:45]1[O:46][CH:47]([n:48]2[cH:49][c:50]([CH3:51])[c:52](=[O:53])[nH:54][c:55]2=[O:56])[CH:57]([OH:58])[CH2:59]1)([CH3:60])([CH3:61])[CH3:62].[C:5]([CH3:6])([CH3:7])([CH3:8])[Si:9]([O:10][CH2:11][CH:12]1[CH2:13][CH:14]([OH:26])[CH:15]([n:17]2[c:18](=[O:19])[nH:20][c:21](=[O:22])[c:23]([CH3:25])[cH:24]2)[O:16]1)([CH3:27])[CH3:28].[CH2:70]([Cl:71])[Cl:72].[CH3:63][C:64]([O:65][C:66](=[O:67])[CH3:68])=[O:69].[CH3:73][CH2:74][O:75][C:76](=[O:77])[CH3:78].[O:1]=[Cr:2](=[O:3])=[O:4].[O:29]=[Cr:30](=[O:31])=[O:32].[cH:33]1[cH:34][cH:35][n:36][cH:37][cH:38]1.[cH:79]1[cH:80][cH:81][n:82][cH:83][cH:84]1>>[C:5]([CH3:6])([CH3:7])([CH3:8])[Si:9]([O:10][CH2:11][CH:12]1[CH2:13][C:14](=[O:26])[CH:15]([n:17]2[c:18](=[O:19])[nH:20][c:21](=[O:22])[c:23]([CH3:25])[cH:24]2)[O:16]1)([CH3:27])[CH3:28]. Starting materials: NC1=NNC(=N1)N (3,5-diamino-1,2,4-triazole), 3-dimethylamino-1-thiophen-2-ylpropenone, C12(C(=O)CC(CC1)C2(C)C)CS(=O)(=O)O (10-camphorsulfonic acid). Run in C1(=CC=CC=C1)C (toluene). Conditions: temperature 100 celsius. The product is S1C(=CC=C1)C1=CC=NC=2N1N=C(N2)N (7-thiophen-2-yl[1,2,4]triazolo[1,5-a]pyrimidin-2-ylamine). Isolated yield 66.2%. Reaction SMILES: [NH2:1][C:2]1[N:6]=[C:5]([NH2:7])[NH:4][N:3]=1.[C:8]12([CH2:18][S:19](O)(=O)=O)C(C)(C)[CH:12]([CH2:13][CH2:14]1)[CH2:11][C:9]2=O>C1(C)C=CC=CC=1>[S:19]1[CH:18]=[CH:8][CH:9]=[C:11]1[C:12]1[N:3]2[N:4]=[C:5]([NH2:7])[N:6]=[C:2]2[N:1]=[CH:14][CH:13]=1. Procedure: The obtained 3-dimethylamino-1-thiophen-2-ylpropenone (10.78 g) was dissolved in toluene (160 ml). Thereafter, 3,5-diamino-1,2,4-triazole (14.15 g) was added to the solution, and the obtained mixture was stirred at 100° C. After 10-camphorsulfonic acid (13.82 g) was added thereto, the mixture was heated to reflux for 1.5 hours. The reaction solution was cooled to a room temperature, and the supernatant was then eliminated (decant). The residue was washed by successive suspension in an aqueous 5%...